describe an organic reaction: reactants, conditions, products, and yield From a dataset of the Open Reaction Database (ORD), a public repository of structured organic reaction records. Reactants: BrC1=C(C=C(C=C1)C1=NOC(=N1)C)C (3-(4-bromo-3-methylphenyl)-5-methyl-[1,2,4]oxadiazole), CC1=C(C=C(C(=O)NC2=CC(=CC=C2)N2CCOCC2)C=C1)B1OC(C(O1)(C)C)(C)C (4-methyl-N-[3-(4-morpholinyl)phenyl]-3-(4,4,5,5-tetramethyl-[1,3,2]dioxaborolan-2-yl)benzamide), CC1=C(C=C(C(=O)NC2=CC(=CC=C2)N2CCOCC2)C=C1)B1OC(C(O1)(C)C)(C)C (4-methyl-N-[3-(4-morpholinyl)phenyl]-3-(4,4,5,5-tetramethyl-[1,3,2]dioxaborolan-2-yl)benzamide). The solvent is CC(C)O (propan-2-ol). Yields the product N1(CCOCC1)C=1C=C(C=CC1)NC(=O)C=1C=C(C(=CC1)C)C1=C(C=C(C=C1)C1=NOC(=N1)C)C (6,2′-Dimethyl-4′-(5-methyl-[1,2,4]oxadiazol-3-yl)-biphenyl-3-carboxylic acid (3-morpholin-4-yl-phenyl)amide). As a reaction SMILES: Br[C:2]1[CH:7]=[CH:6][C:5]([C:8]2[N:12]=[C:11]([CH3:13])[O:10][N:9]=2)=[CH:4][C:3]=1[CH3:14].[CH3:15][C:16]1[CH:36]=[CH:35][C:19]([C:20]([NH:22][C:23]2[CH:28]=[CH:27][CH:26]=[C:25]([N:29]3[CH2:34][CH2:33][O:32][CH2:31][CH2:30]3)[CH:24]=2)=[O:21])=[CH:18][C:17]=1B1OC(C)(C)C(C)(C)O1>CC(O)C>[N:29]1([C:25]2[CH:24]=[C:23]([NH:22][C:20]([C:19]3[CH:35]=[C:36]([C:2]4[CH:7]=[CH:6][C:5]([C:8]5[N:12]=[C:11]([CH3:13])[O:10][N:9]=5)=[CH:4][C:3]=4[CH3:14])[C:16]([CH3:15])=[CH:17][CH:18]=3)=[O:21])[CH:28]=[CH:27][CH:26]=2)[CH2:30][CH2:31][O:32][CH2:33][CH2:34]1. Reported procedure: Example 32 was prepared using 3-(4-bromo-3-methylphenyl)-5-methyl-[1,2,4]oxadiazole and 4-methyl-N-(3-morpholin-4-yl-phenyl)-3-(4,4,5,5-tetramethyl-[1,3,2]dioxaborolan-2-yl) -benzamide (Intermediate 5) with propan-2-ol as the solvent. Reactants: NNC(=O)c1ccccc1C(=O)NN, CN=C=O, CC#N, CN(C)Cc1ccc(CSCCN)o1. The product is CNC(=O)NCCSCc1ccc(CN(C)C)o1. As a reaction SMILES: [C:19]([NH:20][NH2:21])(=[O:22])[c:23]1[c:24]([C:29]([NH:30][NH2:31])=[O:32])[cH:25][cH:26][cH:27][cH:28]1.[CH3:1][N:2]=[C:3]=[O:4].[CH3:33][C:34]#[N:35].[CH3:5][N:6]([CH3:7])[CH2:8][c:9]1[cH:10][cH:11][c:12]([CH2:14][S:15][CH2:16][CH2:17][NH2:18])[o:13]1>>[CH3:1][NH:2][C:3](=[O:4])[NH:18][CH2:17][CH2:16][S:15][CH2:14][c:12]1[cH:11][cH:10][c:9]([CH2:8][N:6]([CH3:5])[CH3:7])[o:13]1. Starting materials: CC(C)([O-])C.[K+] (potassium tert-butoxide), C1(=CC=CC=C1)N(C1=CC=C(C=O)C=C1)C1=CC=CC=C1 (N,N-diphenyl-p-aminobenzaldehyde). Reagents/catalysts: [Br-].C[P+](C1=CC=CC=C1)(C1=CC=CC=C1)C1=CC=CC=C1 (methyltriphenylphosphonium bromide). Solvent: C1CCOC1 (THF), ClCCl (dichloromethane). Conditions: time 20 hour. The product is C1(=CC=CC=C1)N(C1=CC=C(C=C1)C=C)C1=CC=CC=C1 (diphenyl-(4-vinylphenyl)amine). The yield is 85.9%. RXN SMILES: [CH3:1]C(C)([O-])C.[K+].[C:7]1([N:13]([C:22]2[CH:27]=[CH:26][CH:25]=[CH:24][CH:23]=2)[C:14]2[CH:21]=[CH:20][C:17]([CH:18]=O)=[CH:16][CH:15]=2)[CH:12]=[CH:11][CH:10]=[CH:9][CH:8]=1>[Br-].C[P+](C1C=CC=CC=1)(C1C=CC=CC=1)C1C=CC=CC=1.C1COCC1.ClCCl>[C:7]1([N:13]([C:22]2[CH:27]=[CH:26][CH:25]=[CH:24][CH:23]=2)[C:14]2[CH:21]=[CH:20][C:17]([CH:18]=[CH2:1])=[CH:16][CH:15]=2)[CH:12]=[CH:11][CH:10]=[CH:9][CH:8]=1 |f:0.1,3.4|. Procedure: 19 g (53 mmol) of methyltriphenylphosphonium bromide [1779-49-3] are suspended in dried THF under protective gas, and 6 g (53 mmol) of potassium tert-butoxide are added in portions at 0° C.; an immediate colour change to orange occurs. 14 g (51.2 mmol) of N,N-diphenyl-p-aminobenzaldehyde [4181-05-9] are added to the reaction solution at 0° C. The mixture is warmed to room temperature and stirred for a further 20 h. The solvent is stripped off in vacuo, the residue is taken up in dichloromethane,... Starting materials: C(C)(C)N(CC)C(C)C (N,N-diisopropyl-N-ethylamine), O=C1[C@@H](N2C([C@H]([C@H]2C1)C(C)(OC(=O)OCC1=CC=C(C=C1)[N+](=O)[O-])C)=O)C(=O)OCC1=CC=C(C=C1)[N+](=O)[O-] (4-nitrobenzyl (2R, 5R, 6R)-3,7-dioxo-6-[1-methyl-1-(4-nitrobenzyloxycarbonyloxy)ethyl]-1-azabicyclo[3.2.0]heptane-2-carboxylate), FC(S(=O)(=O)OS(=O)(=O)C(F)(F)F)(F)F (trifluoromethanesulfonic anhydride), C(C)(C)N(CC)C(C)C (N,N-diisopropyl-N-ethylamine), CC1=NN=C(O1)S (5-methyl-1,3,4-oxadiazole-2-thiol). The reagents and catalysts are CN(C)C1=CC=NC=C1 (4-(N,N-dimethylamino)pyridine). Solvent: C(Cl)Cl (methylene chloride), C(Cl)Cl (methylene chloride), C(Cl)Cl (methylene chloride), C(Cl)Cl (methylene chloride). Run at time 30 minute. Product: CC(C)(OC(=O)OCC1=CC=C(C=C1)[N+](=O)[O-])[C@H]1[C@H]2CC(=C(N2C1=O)C(=O)OCC1=CC=C(C=C1)[N+](=O)[O-])SC=1OC(=NN1)C (4-nitrobenzyl (5R, 6R)-6-[1-methyl-1-(4-nitrobenzyloxycarbonyloxy)ethyl]-3-(5-methyl-1,3,4-oxadiazol-2-ylthio)-7-oxo-1-azabicyclo[3.2.0]hept-2-ene-2-carboxylate). Isolated yield 70.1%. As a reaction SMILES: C(N(C(C)C)CC)(C)C.O=[C:11]1[CH2:17][C@H:16]2[N:13]([C:14](=[O:35])[C@H:15]2[C:18]([CH3:34])([O:20][C:21]([O:23][CH2:24][C:25]2[CH:30]=[CH:29][C:28]([N+:31]([O-:33])=[O:32])=[CH:27][CH:26]=2)=[O:22])[CH3:19])[C@H:12]1[C:36]([O:38][CH2:39][C:40]1[CH:45]=[CH:44][C:43]([N+:46]([O-:48])=[O:47])=[CH:42][CH:41]=1)=[O:37].FC(F)(F)S(OS(C(F)(F)F)(=O)=O)(=O)=O.[CH3:64][C:65]1[O:69][C:68]([SH:70])=[N:67][N:66]=1>C(Cl)Cl.CN(C1C=CN=CC=1)C>[CH3:19][C:18]([C@@H:15]1[C:14](=[O:35])[N:13]2[C@@H:16]1[CH2:17][C:11]([S:70][C:68]1[O:69][C:65]([CH3:64])=[N:66][N:67]=1)=[C:12]2[C:36]([O:38][CH2:39][C:40]1[CH:41]=[CH:42][C:43]([N+:46]([O-:48])=[O:47])=[CH:44][CH:45]=1)=[O:37])([O:20][C:21]([O:23][CH2:24][C:25]1[CH:30]=[CH:29][C:28]([N+:31]([O-:33])=[O:32])=[CH:27][CH:26]=1)=[O:22])[CH3:34]. Reported procedure: A solution of N,N-diisopropyl-N-ethylamine (0.135 ml) in methylene chloride (1.21 ml) was added to a solution of 4-nitrobenzyl (2R, 5R, 6R)-3,7-dioxo-6-[1-methyl-1-(4-nitrobenzyloxycarbonyloxy)ethyl]-1-azabicyclo[3.2.0]heptane-2-carboxylate (350 mg) and 4-(N,N-dimethylamino)pyridine (7.9 mg) in methylene chloride (17.5 ml) at -30° C. A solution of trifluoromethanesulfonic anhydride (0.114 ml) in methylene chloride (1.02 ml) was added to the mixture and stirring was continued at the same temperat...